The task is: describe an organic reaction: reactants, conditions, products, and yield. This data is from the Open Reaction Database (ORD), a public repository of structured organic reaction records. The reactants are O (water), ClC1=CC(=C(C=C1OC1=C(C=CC=C1)O)NC(C)=O)F (N-[4-chloro-2-fluoro-5-(2-hydroxyphenoxy)phenyl]acetamide), BrCC(=O)OCC (ethyl bromoacetate), C([O-])([O-])=O.[K+].[K+] (potassium carbonate). The solvent is CN(C=O)C (N,N-dimethylformamide). Product: C(C)(=O)NC=1C(=CC(=C(OC2=C(OCC(=O)OCC)C=CC=C2)C1)Cl)F (ethyl [2-(5-acetylamino-2-chloro-4-fluorophenoxy)phenoxy]acetate). Reaction SMILES: [Cl:1][C:2]1[C:7]([O:8][C:9]2[CH:14]=[CH:13][CH:12]=[CH:11][C:10]=2[OH:15])=[CH:6][C:5]([NH:16][C:17](=[O:19])[CH3:18])=[C:4]([F:20])[CH:3]=1.C(=O)([O-])[O-].[K+].[K+].Br[CH2:28][C:29]([O:31][CH2:32][CH3:33])=[O:30].O>CN(C)C=O>[C:17]([NH:16][C:5]1[C:4]([F:20])=[CH:3][C:2]([Cl:1])=[C:7]([CH:6]=1)[O:8][C:9]1[CH:14]=[CH:13][CH:12]=[CH:11][C:10]=1[O:15][CH2:28][C:29]([O:31][CH2:32][CH3:33])=[O:30])(=[O:19])[CH3:18] |f:1.2.3|. Procedure details: N-[4-chloro-2-fluoro-5-(2-hydroxyphenoxy)phenyl]acetamide is dissolved in N,N-dimethylformamide, then, potassium carbonate is added and the mixture is stirred at room temperature. Then, ethyl bromoacetate is added at room temperature. The mixture is stirred under the same temperature, poured into water, extracted with ethyl acetate, the organic layer is washed with dilute hydrochloric acid, washed with water, dried over magnesium sulfate and concentrated, and the resulted crystal is washed with ... Reactants: C(C#CC)OC1=CC=C(C=C1)SC(C(=O)O)CCCCCC (2-(4-but-2-ynyloxy-phenylsulfanyl)-octanoic acid), OO (H2O2). The solvent is CO (methanol). Run at time 96 hour. Product: C(C#CC)OC1=CC=C(C=C1)[S@](=O)[C@H](C(=O)O)CCCCCC ((S)-2-[(R)-4-but-2-ynyloxy-phenylsulfinyl)-octanoic acid). The yield is 24.0%. RXN SMILES: [CH2:1]([O:5][C:6]1[CH:11]=[CH:10][C:9]([S:12][CH:13]([CH2:17][CH2:18][CH2:19][CH2:20][CH2:21][CH3:22])[C:14]([OH:16])=[O:15])=[CH:8][CH:7]=1)[C:2]#[C:3][CH3:4].[OH:23]O>CO>[CH2:1]([O:5][C:6]1[CH:11]=[CH:10][C:9]([S@@:12]([C@@H:13]([CH2:17][CH2:18][CH2:19][CH2:20][CH2:21][CH3:22])[C:14]([OH:16])=[O:15])=[O:23])=[CH:8][CH:7]=1)[C:2]#[C:3][CH3:4]. Reported procedure: 2-(4-But-2-ynyloxy-phenylsulfanyl)-octanoic acid hydroxamide (prepared in Example 6) (1.78 g, 5 mmol) was dissolved in methanol (50 ml) and H2O2 (30%, 10 ml) was added. The reaction mixture was stirred at room temperature for 96 hours and quenched with ice cold solution of NaHSO3 solution. The reaction mixture was concentrated under reduced pressure and the residue was extracted with chloroform. Examination of the reaction mixture showed the formation of two diastereo isomers and they were separ... The reactants are Cl (hydrogen chloride), CC1(CC(=O)OC1CC(=O)C1=CC=C(C=C1)OC)C (3,3-dimethyl-4-(4'-methoxy-phenacyl)-γ-butyrolactone), C(C)O (ethanol), Cl (hydrogen chloride). Product: C(C)OC(CC(C(CC(=O)C1=CC=C(C=C1)OC)Cl)(C)C)=O (6-(4'-methoxy-phenyl)-6-oxo-4-chloro-3,3-dimethyl-hexanoic acid ethyl ester). RXN SMILES: [CH3:1][C:2]1([CH3:19])[CH:7]([CH2:8][C:9]([C:11]2[CH:16]=[CH:15][C:14]([O:17][CH3:18])=[CH:13][CH:12]=2)=[O:10])[O:6][C:4](=[O:5])[CH2:3]1.[ClH:20].[CH2:21](O)[CH3:22]>>[CH2:21]([O:6][C:4](=[O:5])[CH2:3][C:2]([CH3:19])([CH3:1])[CH:7]([Cl:20])[CH2:8][C:9]([C:11]1[CH:16]=[CH:15][C:14]([O:17][CH3:18])=[CH:13][CH:12]=1)=[O:10])[CH3:22]. Reported procedure: 78.6 g of 3,3-dimethyl-4-(4'-methoxy-phenacyl)-γ-butyrolactone were dissolved in 500 ml of ethanol, and dry hydrogen chloride was passed in until the temperature had reached 50° C. A slow stream of hydrogen chloride was then passed through the solution at 50° C., initially while cooling, for 3 hours, and then continued to be passed in until the mixture reached room temperature again. Distilling off the ethanol in vacuo gave 98 g of 6-(4'-methoxy-phenyl)-6-oxo-4-chloro-3,3-dimethyl-hexanoic acid ...